This data is from the Open Reaction Database (ORD), a public repository of structured organic reaction records. The task is: describe an organic reaction: reactants, conditions, products, and yield The reactants are solution, B (borane), FC=1C=C(C=CC1OC1=C2C(=NC=C1)N(C=C2C=C)S(=O)(=O)C2=CC=C(C=C2)C)NC(C)=O (N-[3-fluoro-4-({1-[(4-methylphenyl)sulfonyl]-3-vinyl-1H-pyrrolo[2,3-b]-pyridin-4-yl}oxy)phenyl]acetamide), [OH-].[Na+] (sodium hydroxide), OO (hydrogen peroxide). Run in C1CCOC1 (THF), C1CCOC1 (THF). Run at time 1 hour. Product: FC=1C=C(C=CC1OC1=C2C(=NC=C1)N(C=C2CCO)S(=O)(=O)C2=CC=C(C=C2)C)NC(C)=O (N-[3-Fluoro-4-({3-(2-hydroxyethyl)-1-[(4-methylphenyl)sulfonyl]-1H-pyrrolo[2,3-b]pyridin-4-yl}oxy)phenyl]acetamide). Reaction SMILES: [F:1][C:2]1[CH:3]=[C:4]([NH:30][C:31](=[O:33])[CH3:32])[CH:5]=[CH:6][C:7]=1[O:8][C:9]1[CH:14]=[CH:13][N:12]=[C:11]2[N:15]([S:20]([C:23]3[CH:28]=[CH:27][C:26]([CH3:29])=[CH:25][CH:24]=3)(=[O:22])=[O:21])[CH:16]=[C:17]([CH:18]=[CH2:19])[C:10]=12.B.[OH-:35].[Na+].OO>C1COCC1>[F:1][C:2]1[CH:3]=[C:4]([NH:30][C:31](=[O:33])[CH3:32])[CH:5]=[CH:6][C:7]=1[O:8][C:9]1[CH:14]=[CH:13][N:12]=[C:11]2[N:15]([S:20]([C:23]3[CH:28]=[CH:27][C:26]([CH3:29])=[CH:25][CH:24]=3)(=[O:21])=[O:22])[CH:16]=[C:17]([CH2:18][CH2:19][OH:35])[C:10]=12 |f:2.3|. Procedure: At 0° C., 890 mg (1.91 mmol) of N-[3-fluoro-4-({1-[(4-methylphenyl)sulfonyl]-3-vinyl-1H-pyrrolo[2,3-b]-pyridin-4-yl}oxy)phenyl]acetamide are initially charged in 28 ml of THF. 7.65 ml (7.65 mmol) of a 1M solution of borane in THF are added dropwise, and the mixture is stirred at RT for one hour. 14 ml of 1N aqueous sodium hydroxide solution and 14 ml of 30% strength hydrogen peroxide solution are then added carefully to the reaction mixture. The mixture is heated at 60° C. for one hour. For work...